Dataset: the Open Reaction Database (ORD), a public repository of structured organic reaction records. Task: describe an organic reaction: reactants, conditions, products, and yield The reactants are [N+](=O)([O-])C1=CC=C(C(NC)=C1)S(=O)(=O)O (5-nitro-N-methylaniline-2-sulfonic acid), [OH-].[Na+] (sodium hydroxide), [H][H] (hydrogen). Reagents/catalysts: [Ni] (Raney nickel). Run in O (water). Yields the product CNC=1C=C(N)C=CC1S(=O)(=O)O (3-(N-methylamino)aniline-4sulfonic acid). Reaction SMILES: [N+:1]([C:4]1[CH:11]=[C:8]([NH:9][CH3:10])[C:7]([S:12]([OH:15])(=[O:14])=[O:13])=[CH:6][CH:5]=1)([O-])=O.[OH-].[Na+].[H][H]>[Ni].O>[CH3:10][NH:9][C:8]1[CH:11]=[C:4]([CH:5]=[CH:6][C:7]=1[S:12]([OH:15])(=[O:14])=[O:13])[NH2:1] |f:1.2|. Procedure details: 23.2 g of 5-nitro-N-methylaniline-2-sulfonic acid were added to 300 g of water. The pH was then adjusted to from 5. 0 to 5.5 with sodium hydroxide solution, 2 g of Raney nickel were added and hydrogenation was carried out under atmospheric pressure at 30° C. After hydrogen uptake had ceased, the catalyst was filtered off, the pH of the filtrate was adjusted to 0.5 to 1.0 with hydrochloric acid, and the precipitated 3-(N-methylamino)aniline-4sulfonic acid was isolated by filtration. Isolated yield 91.7%. Reported procedure: To a suspension of ethyl 2-chloro-4-(3-fluoro-4-(thiazol-4-yl)phenylamino)pyrimidine-5-carboxylate (186 mg, 0.491 mmol) in THF (4 mL), aq. 1N LiOH (1.00 mL, 1.00 mmol) was added. The suspension became clear with stirring. The mixture was then stirred at room temperature overnight. Upon acidification of the mixture with 1N HCl, white solids precipitated out, which were collected, and dried on vacuum to give 2-chloro-4-(3-fluoro-4-(thiazol-4-yl)phenylamino)pyrimidine-5-carboxylic acid (158 mg). MS... RXN SMILES: [Cl:1][C:2]1[N:7]=[C:6]([NH:8][C:9]2[CH:14]=[CH:13][C:12]([C:15]3[N:16]=[CH:17][S:18][CH:19]=3)=[C:11]([F:20])[CH:10]=2)[C:5]([C:21]([O:23]CC)=[O:22])=[CH:4][N:3]=1.[Li+].[OH-]>C1COCC1>[Cl:1][C:2]1[N:7]=[C:6]([NH:8][C:9]2[CH:14]=[CH:13][C:12]([C:15]3[N:16]=[CH:17][S:18][CH:19]=3)=[C:11]([F:20])[CH:10]=2)[C:5]([C:21]([OH:23])=[O:22])=[CH:4][N:3]=1 |f:1.2|. The product is ClC1=NC=C(C(=N1)NC1=CC(=C(C=C1)C=1N=CSC1)F)C(=O)O (2-chloro-4-(3-fluoro-4-(thiazol-4-yl)phenylamino)pyrimidine-5-carboxylic acid). Reactants: ClC1=NC=C(C(=N1)NC1=CC(=C(C=C1)C=1N=CSC1)F)C(=O)OCC (ethyl 2-chloro-4-(3-fluoro-4-(thiazol-4-yl)phenylamino)pyrimidine-5-carboxylate), [Li+].[OH-] (LiOH). The solvent is C1CCOC1 (THF). Starting materials: FC1=CC=C(C=C1)C1=CSC=2N=C(NC(C21)=O)CC(=O)OCC (Ethyl 2-[5-(4-fluorophenyl)-4-oxo-4-H-thieno[2,3-d]pyrimidin-2-yl]acetate), P(=O)(Cl)(Cl)Cl (phosphorous oxychloride). Run in C(C)N(C1=CC=CC=C1)CC (N,N-diethylaniline). Conditions: time 8 hour. Product: ClC=1C2=C(N=C(N1)CC(=O)OCC)SC=C2C2=CC=C(C=C2)F (ethyl 2-[4-chloro-5-(4-fluorophenyl)thieno[2,3-d]pyrimidin-2-yl]acetate). RXN SMILES: [F:1][C:2]1[CH:7]=[CH:6][C:5]([C:8]2[C:16]3[C:15](=O)[NH:14][C:13]([CH2:18][C:19]([O:21][CH2:22][CH3:23])=[O:20])=[N:12][C:11]=3[S:10][CH:9]=2)=[CH:4][CH:3]=1.P(Cl)(Cl)([Cl:26])=O>C(N(CC)C1C=CC=CC=1)C>[Cl:26][C:15]1[C:16]2[C:8]([C:5]3[CH:6]=[CH:7][C:2]([F:1])=[CH:3][CH:4]=3)=[CH:9][S:10][C:11]=2[N:12]=[C:13]([CH2:18][C:19]([O:21][CH2:22][CH3:23])=[O:20])[N:14]=1. Reported procedure: Ethyl 2-[5-(4-fluorophenyl)-4-oxo-4-H-thieno[2,3-d]pyrimidin-2-yl]acetate (10 g, 0.0301 mol) in N,N-diethylaniline (50 mL) and phosphorous oxychloride (150 mL) was heated to 115° C. for 4.5 hrs. The mixture was concentrated in vacuo and the residue poured into ice-water and allowed to stand overnight. The aqueous solution was neutralized with sodium bicarbonate, filtered, then extracted with DCM. The reaction was repeated on a further 10 g of ethyl 2-[5-(4-fluorophenyl)-4-oxo-4-H-thieno[2,3-d]py...